From a dataset of the Open Reaction Database (ORD), a public repository of structured organic reaction records. describe an organic reaction: reactants, conditions, products, and yield The reactants are CC(C)(C)[Si](C)(C)OCCC(C#N)CCO[Si](C)(C)C(C)(C)C, Cc1ccccc1, [Na+], [OH-], O. Yields the product CC(C)(C)[Si](C)(C)OCCC(C=O)CCO[Si](C)(C)C(C)(C)C. RXN SMILES: [C:1](#[N:2])[CH:3]([CH2:4][CH2:5][O:6][Si:7]([CH3:8])([CH3:9])[C:10]([CH3:11])([CH3:12])[CH3:13])[CH2:14][CH2:15][O:16][Si:17]([CH3:18])([CH3:19])[C:20]([CH3:21])([CH3:22])[CH3:23].[CH3:27][c:28]1[cH:29][cH:30][cH:31][cH:32][cH:33]1.[Na+:26].[OH-:25].[OH2:24]>>[CH:1]([CH:3]([CH2:4][CH2:5][O:6][Si:7]([CH3:8])([CH3:9])[C:10]([CH3:11])([CH3:12])[CH3:13])[CH2:14][CH2:15][O:16][Si:17]([CH3:18])([CH3:19])[C:20]([CH3:21])([CH3:22])[CH3:23])=[O:24]. Reactants: NC1=CC=C(OC2=C3C(=NC=C2)NC(N3)=O)C=C1 (7-(4-Aminophenoxy)-2,3-dihydro-2-oxo-1H-imidazo[4,5-b]pyridine), C1(=CC=CC=C1)N=C=O (Phenyl isocyanate), C(Cl)Cl (DCM). Run in N1=CC=CC=C1 (Pyridine), N1=CC=CC=C1 (pyridine). Run at temperature 50 celsius. Product: O=C1NC=2C(=NC=CC2OC2=CC=C(C=C2)NC(=O)NC2=CC=CC=C2)N1 (1-(4-(2,3-dihydro-2-oxo-1H-imidazo[4,5-b]pyridin-7-yl-oxy)phenyl)-3-phenyl-urea). The yield is 68.7%. As a reaction SMILES: [NH2:1][C:2]1[CH:18]=[CH:17][C:5]([O:6][C:7]2[CH:12]=[CH:11][N:10]=[C:9]3[NH:13][C:14](=[O:16])[NH:15][C:8]=23)=[CH:4][CH:3]=1.[C:19]1([N:25]=[C:26]=[O:27])[CH:24]=[CH:23][CH:22]=[CH:21][CH:20]=1.C(Cl)Cl>N1C=CC=CC=1>[O:16]=[C:14]1[NH:13][C:9]2=[N:10][CH:11]=[CH:12][C:7]([O:6][C:5]3[CH:17]=[CH:18][C:2]([NH:1][C:26]([NH:25][C:19]4[CH:24]=[CH:23][CH:22]=[CH:21][CH:20]=4)=[O:27])=[CH:3][CH:4]=3)=[C:8]2[NH:15]1. Procedure details: Method H1 (in Pyridine). 7-(4-Aminophenoxy)-2,3-dihydro-2-oxo-1H-imidazo[4,5-b]pyridine (65 mg, 0.27 mmol) was suspended in dry pyridine (3 mL) and heated at 50° C. Phenyl isocyanate (30 μL, 0.28 mmol) was added; the solution became clear. The reaction mixture was heated at reflux for 2 hours, then it was allowed to cool at room temperature. DCM (20 mL) was added, the precipitate formed was recovered by filtration and washed with more DCM, to afford 1-(4-(2,3-dihydro-2-oxo-1H-imidazo[4,5-b]pyrid... Reactants: CC=1C=CC=2N(N1)C(=NN2)C(C)C=2C=C1C=CC=NC1=CC2 (6-[1-(6-methyl-[1,2,4]triazolo[4,3-b]pyridazin-3-yl)-ethyl]-quinoline), BrBr (bromine). Run in C(C)(=O)O (acetic acid). Run at temperature 100 celsius. Product: BrC=1C=NC2=CC=C(C=C2C1)C(C)C1=NN=C2N1N=C(C=C2)C (3-Bromo-6-[1-(6-methyl-[1,2,4]triazolo[4,3-b]pyridazin-3-yl)-ethyl]-quinoline). Isolated yield 37.1%. RXN SMILES: [CH3:1][C:2]1[CH:3]=[CH:4][C:5]2[N:6]([C:8]([CH:11]([C:13]3[CH:14]=[C:15]4[C:20](=[CH:21][CH:22]=3)[N:19]=[CH:18][CH:17]=[CH:16]4)[CH3:12])=[N:9][N:10]=2)[N:7]=1.[Br:23]Br>C(O)(=O)C>[Br:23][C:17]1[CH:18]=[N:19][C:20]2[C:15]([CH:16]=1)=[CH:14][C:13]([CH:11]([C:8]1[N:6]3[N:7]=[C:2]([CH3:1])[CH:3]=[CH:4][C:5]3=[N:10][N:9]=1)[CH3:12])=[CH:22][CH:21]=2. Procedure: 2-Quinolin-6-yl-propionic acid hydrazide (intermediate 63) (500 mg, 2.32 mmol) was added to a stirred solution of 3-chloro-6-methylpyridazine (299 mg, 2.32 mmol) in n-butanol. The reaction mixture was heated at 120° C., overnight. The volatiles were removed in vacuo and the residue absorbed onto silica gel and purified by flash chromatography (SiO2, CH2Cl2:CH3OH 100:0-90:10) to obtain 6-[1-(6-methyl-[1,2,4]triazolo[4,3-b]pyridazin-3-yl)-ethyl]-quinoline (356 mg, 53% yield). To 6-[1-(6-methyl-[1,... The reactants are CC(C)(C)OC(=O)N1CCC(Nc2cccc3cncc(Br)c23)CC1, C[O-], CO, [Cu]I, [Na+], O, c1ccncc1. Product: COc1cncc2cccc(NC3CCN(C(=O)OC(C)(C)C)CC3)c12. RXN SMILES: [Br:1][c:2]1[cH:3][n:4][cH:5][c:6]2[cH:7][cH:8][cH:9][c:10]([NH:12][CH:13]3[CH2:14][CH2:15][N:16]([C:19](=[O:20])[O:21][C:22]([CH3:23])([CH3:24])[CH3:25])[CH2:17][CH2:18]3)[c:11]12.[CH3:26][O-:27].[CH3:30][OH:31].[Cu:38][I:39].[Na+:28].[OH2:29].[cH:32]1[cH:33][cH:34][n:35][cH:36][cH:37]1>>[c:2]1([O:27][CH3:26])[cH:3][n:4][cH:5][c:6]2[cH:7][cH:8][cH:9][c:10]([NH:12][CH:13]3[CH2:14][CH2:15][N:16]([C:19](=[O:20])[O:21][C:22]([CH3:23])([CH3:24])[CH3:25])[CH2:17][CH2:18]3)[c:11]12. Reactants: CC=1NC2=CC=CC=C2C1 (2-Methylindole), [Li]CCCC (nBuLi), CC(C)(C)[O-].[K+] (KOtBu), C(C)OC(OCC)=O (diethylcarbonate). The solvent is CCOCC (Et2O). Product: N1C(=CC2=CC=CC=C12)CC(=O)OCC (Ethyl Indol-2-ylacetate). Reaction SMILES: [CH3:1][C:2]1[NH:3][C:4]2[C:9]([CH:10]=1)=[CH:8][CH:7]=[CH:6][CH:5]=2.[Li]CCCC.CC([O-])(C)C.[K+].[CH2:22]([O:24][C:25](=O)[O:26]CC)[CH3:23]>CCOCC>[NH:3]1[C:4]2[C:9](=[CH:8][CH:7]=[CH:6][CH:5]=2)[CH:10]=[C:2]1[CH2:1][C:25]([O:24][CH2:22][CH3:23])=[O:26] |f:2.3|. Procedure: 2-Methylindole (1.7 g, 13 mmol) in 130 mL Et2O was treated with nBuLi (1.6M in hexane, 24.4 mL, 39 mmol) and KOtBu (1.0M in THF, 26 mL, 26 mmol) at RT for 40 min, then diethylcarbonate (3.15 mL, 26 mmol) was added. After 1 h the reaction was quenched with water, adjusted to pH 7 with 6N HCl, extracted with EtOAc, then the organic layer was washed with water and brine, dried (MgSO4), and concentrated. Flash chromatography (silica 10% then 20% EtOAc/hexane) provided 4-1 as a brown oil. Rf 0.33 (si...